This data is from the Open Reaction Database (ORD), a public repository of structured organic reaction records. The task is: describe an organic reaction: reactants, conditions, products, and yield The reactants are C([C@@H]([C@H]([C@@H](C(=O)C(=O)O)O)O)O)O (2-keto-L-gulonic acid), C([C@@H]([C@H]([C@@H](C(=O)C(=O)O)O)O)O)O (2-keto-L-gulonic acid), Cl (hydrochloric acid), O (water), Cl (hydrogen chloride). The reagents and catalysts are [Cl-].C[N+](CCCCCCCCCCCCCCCC)(C)C (trimethylcetylammonium chloride). Run in C1(=CC=CC=C1)C (toluene), COCCOC (ethylene glycol dimethyl ether). Reaction conditions: temperature 60 celsius, time 1 hour. Yields the product O=C1C(O)=C(O)[C@H](O1)[C@@H](O)CO (L-ascorbic acid). RXN SMILES: [CH2:1]([OH:13])[C@H:2]([OH:12])[C@@H:3](O)[C@H:4]([OH:10])[C:5]([C:7]([OH:9])=[O:8])=[O:6].Cl.O>[Cl-].C[N+](C)(C)CCCCCCCCCCCCCCCC.C1(C)C=CC=CC=1.COCCOC>[O:8]=[C:7]1[O:9][C@H:3]([C@H:2]([CH2:1][OH:13])[OH:12])[C:4]([OH:10])=[C:5]1[OH:6] |f:3.4|. Procedure details: A mixture of 2-keto-L-gulonic acid (250 g, 1.15 mol, content: 89.6%, water: 8.6%) and trimethylcetylammonium chloride (0.275 g) was stirred in toluene (960 ml), and 36% conc. hydrochloric acid (30.0 g) was added. At this time, the amount of water in the reaction system was calculated as 2.0 mol per mol of 2-keto-L-gulonic acid. This mixture was stirred at 60° C. for 1 hour, a solution of hydrogen chloride gas (30.0 g) in ethylene glycol dimethyl ether (130 g) was added, and the mixture was stirr...